Dataset: the Open Reaction Database (ORD), a public repository of structured organic reaction records. Task: describe an organic reaction: reactants, conditions, products, and yield Reactants: CCC(=O)O, O=S(=O)(Cl)c1cccc(Cl)c1, Nc1ccc2[nH]c(=O)c3[nH]ccc3c2c1. Product: CCC(=O)O, O=c1[nH]c2ccc(NS(=O)(=O)c3cccc(Cl)c3)cc2c2cc[nH]c12. RXN SMILES: [CH2:1]([CH3:2])[C:3](=[O:4])[OH:5].[Cl:21][c:22]1[cH:23][c:24]([S:28](=[O:29])(=[O:30])[Cl:31])[cH:25][cH:26][cH:27]1.[NH2:6][c:7]1[cH:8][c:9]2[c:10]3[c:11]([c:12](=[O:17])[nH:13][c:14]2[cH:15][cH:16]1)[nH:18][cH:19][cH:20]3>>[CH2:1]([CH3:2])[C:3](=[O:4])[OH:5].[NH:6]([c:7]1[cH:8][c:9]2[c:10]3[c:11]([c:12](=[O:17])[nH:13][c:14]2[cH:15][cH:16]1)[nH:18][cH:19][cH:20]3)[S:28]([c:24]1[cH:23][c:22]([Cl:21])[cH:27][cH:26][cH:25]1)(=[O:29])=[O:30]. Reactants: N([C@@H](CCCCNC(=O)OCC1C2=CC=CC=C2C2=CC=CC=C12)C(=O)O)C(=O)OC(C)(C)C.C(CCCCCCCCCCC)[N-]CCCCCCCCCCCCCC (Boc-Lys(Fmoc) N-lauryl-N-myristyl-amide), C(C)NCC (diethylamine). Run in ClCCl (dichloromethane). Conditions: time 5 hour. Product: N([C@@H](CCCCN)C(=O)O)C(=O)OC(C)(C)C.C(CCCCCCCCCCC)[N-]CCCCCCCCCCCCCC (Boc-Lys N-lauryl-N-myristyl amide). Isolated yield 56.2%. RXN SMILES: [NH:1]([C:28]([O:30][C:31]([CH3:34])([CH3:33])[CH3:32])=[O:29])[C@H:2]([C:25]([OH:27])=[O:26])[CH2:3][CH2:4][CH2:5][CH2:6][NH:7]C(OCC1C2C(=CC=CC=2)C2C1=CC=CC=2)=O.[CH2:35]([N-:47][CH2:48][CH2:49][CH2:50][CH2:51][CH2:52][CH2:53][CH2:54][CH2:55][CH2:56][CH2:57][CH2:58][CH2:59][CH2:60][CH3:61])[CH2:36][CH2:37][CH2:38][CH2:39][CH2:40][CH2:41][CH2:42][CH2:43][CH2:44][CH2:45][CH3:46].C(NCC)C>ClCCl>[NH:1]([C:28]([O:30][C:31]([CH3:34])([CH3:33])[CH3:32])=[O:29])[C@H:2]([C:25]([OH:27])=[O:26])[CH2:3][CH2:4][CH2:5][CH2:6][NH2:7].[CH2:35]([N-:47][CH2:48][CH2:49][CH2:50][CH2:51][CH2:52][CH2:53][CH2:54][CH2:55][CH2:56][CH2:57][CH2:58][CH2:59][CH2:60][CH3:61])[CH2:36][CH2:37][CH2:38][CH2:39][CH2:40][CH2:41][CH2:42][CH2:43][CH2:44][CH2:45][CH3:46] |f:0.1,4.5|. Procedure: 1.377 g Boc-Lys(Fmoc)-N-lauryl-N-myristyl-amide were dissolved in 16 ml anhydrous dichloromethane in a 50 ml round-bottom flask. 6 ml diethylamine were added and the mixture was steered at room temperature for 5 hours (FIG. 8). The volatile components were removed using a rotary evaporator and the residue was purified by chromatography using 40 g silica gel 60 (Merck) with hexane/ethylacetate 5:1. The product was eluted using a step gradient consisting of ethylacetate, dichloromethane and dichlo...